Dataset: the Open Reaction Database (ORD), a public repository of structured organic reaction records. Task: describe an organic reaction: reactants, conditions, products, and yield The reactants are O.C([O-])([O-])=O.[Na+].[Na+] (sodium carbonate monohydrate), FC=1C=C(C=CC1OC)B(O)O (3-fluoro-4-methoxyphenylboronic acid), BrC1=CC=CC=2N=C(SC21)NC(C)=O (N-(7-bromobenzo[d]thiazol-2-yl)acetamide), BrC1=CC2=C(N=C(S2)NC(C)=O)C=C1 (N-(6-bromobenzo[d]thiazol-2-yl)acetamide). The reagents and catalysts are Cl[Pd]([P](C1=CC=CC=C1)(C2=CC=CC=C2)C3=CC=CC=C3)([P](C4=CC=CC=C4)(C5=CC=CC=C5)C6=CC=CC=C6)Cl (dichlorobis(triphenylphosphine)palladium). Solvent: CCO (EtOH), O (water), COCCOC (1,2-dimethoxyethane). Conditions: temperature 85 celsius, time 1 hour. Yields the product FC=1C=C(C=CC1OC)C1=CC=CC=2N=C(SC21)NC(C)=O (N-(7-(3-Fluoro-4-methoxyphenyl)benzo[d]thiazol-2-yl)acetamide), FC=1C=C(C=CC1OC)C1=CC2=C(N=C(S2)NC(C)=O)C=C1 (N-(6-(3-Fluoro-4-methoxyphenyl)benzo[d]thiazol-2-yl)acetamide). Reaction SMILES: Br[C:2]1[C:10]2[S:9][C:8]([NH:11][C:12](=[O:14])[CH3:13])=[N:7][C:6]=2[CH:5]=[CH:4][CH:3]=1.Br[C:16]1[CH:28]=[CH:27][C:19]2[N:20]=[C:21]([NH:23][C:24](=[O:26])[CH3:25])[S:22][C:18]=2[CH:17]=1.[F:29][C:30]1[CH:31]=[C:32](B(O)O)[CH:33]=[CH:34][C:35]=1[O:36][CH3:37].O.C(=O)([O-])[O-].[Na+].[Na+]>COCCOC.Cl[Pd](Cl)([P](C1C=CC=CC=1)(C1C=CC=CC=1)C1C=CC=CC=1)[P](C1C=CC=CC=1)(C1C=CC=CC=1)C1C=CC=CC=1.CCO.O>[F:29][C:30]1[CH:31]=[C:32]([C:2]2[C:10]3[S:9][C:8]([NH:11][C:12](=[O:14])[CH3:13])=[N:7][C:6]=3[CH:5]=[CH:4][CH:3]=2)[CH:33]=[CH:34][C:35]=1[O:36][CH3:37].[F:29][C:30]1[CH:31]=[C:32]([C:16]2[CH:28]=[CH:27][C:19]3[N:20]=[C:21]([NH:23][C:24](=[O:26])[CH3:25])[S:22][C:18]=3[CH:17]=2)[CH:33]=[CH:34][C:35]=1[O:36][CH3:37] |f:3.4.5.6,^1:56,75|. Procedure details: The mixture (302.6 mg, 1.116 mmol) of N-(7-bromobenzo[d]thiazol-2-yl)acetamide and N-(6-bromobenzo[d]thiazol-2-yl)acetamide, 3-fluoro-4-methoxyphenylboronic acid (298 mg, 1.75 mmol), sodium carbonate monohydrate (0.247 mL, 4.48 mmol), and dichlorobis(triphenylphosphine)palladium (II) (168 mg, 0.239 mmol) were suspended in 1,2-dimethoxyethane (3.5 mL), water (1.5 mL) and EtOH (1.0 mL). The reaction flask was fit with a reflux condensor and placed in a preheated oil bath (85° C.) and stirred under... Starting materials: CCCCCC1CCC(c2cnc(C=O)nc2)CC1, Cl, Cl, NO, O=S(=O)(Cl)c1ccccc1, c1ccncc1. Yields the product CCCCCC1CCC(c2cnc(C#N)nc2)CC1. Reaction SMILES: [CH2:1]([CH2:2][CH2:3][CH2:4][CH3:5])[CH:6]1[CH2:7][CH2:8][CH:9]([c:12]2[cH:13][n:14][c:15]([CH:18]=[O:19])[n:16][cH:17]2)[CH2:10][CH2:11]1.[ClH:20].[ClH:33].[NH2:21][OH:22].[c:23]1([S:24]([Cl:25])(=[O:26])=[O:27])[cH:28][cH:29][cH:30][cH:31][cH:32]1.[cH:34]1[cH:35][cH:36][n:37][cH:38][cH:39]1>>[CH2:1]([CH2:2][CH2:3][CH2:4][CH3:5])[CH:6]1[CH2:7][CH2:8][CH:9]([c:12]2[cH:13][n:14][c:15]([C:18]#[N:21])[n:16][cH:17]2)[CH2:10][CH2:11]1. The reactants are CC(=O)O[BH-](OC(C)=O)OC(C)=O, CN(c1cccc2cc(C3=NCC4(CCNCC4)S3)[nH]c12)S(=O)(=O)c1cccs1, Cn1ccnc1C=O, [Na+], C1CCOC1, O. Yields the product CN(c1cccc2cc(C3=NCC4(CCN(Cc5nccn5C)CC4)S3)[nH]c12)S(=O)(=O)c1cccs1. RXN SMILES: [C:38]([O:39][BH-:40]([O:41][C:42](=[O:43])[CH3:44])[O:45][C:46](=[O:47])[CH3:48])(=[O:49])[CH3:50].[CH3:1][N:2]([S:3](=[O:4])(=[O:5])[c:6]1[s:7][cH:8][cH:9][cH:10]1)[c:11]1[cH:12][cH:13][cH:14][c:15]2[cH:16][c:17]([C:20]3=[N:24][CH2:23][C:22]4([S:21]3)[CH2:25][CH2:26][NH:27][CH2:28][CH2:29]4)[nH:18][c:19]12.[CH3:30][n:31]1[c:32]([CH:36]=[O:37])[n:33][cH:34][cH:35]1.[Na+:51].[O:53]1[CH2:54][CH2:55][CH2:56][CH2:57]1.[OH2:52]>>[CH3:1][N:2]([S:3](=[O:4])(=[O:5])[c:6]1[s:7][cH:8][cH:9][cH:10]1)[c:11]1[cH:12][cH:13][cH:14][c:15]2[cH:16][c:17]([C:20]3=[N:24][CH2:23][C:22]4([S:21]3)[CH2:25][CH2:26][N:27]([CH2:36][c:32]3[n:31]([CH3:30])[cH:35][cH:34][n:33]3)[CH2:28][CH2:29]4)[nH:18][c:19]12. Yields the product CON(C)C(=O)c1ccc(Cl)cc1. The reactants are CNOC, ClCCl, O=C(Cl)c1ccc(Cl)cc1, Cl, [Na+], [OH-]. RXN SMILES: [CH3:2][O:3][NH:4][CH3:5].[Cl:18][CH2:19][Cl:20].[Cl:6][C:7](=[O:8])[c:9]1[cH:10][cH:11][c:12]([Cl:13])[cH:14][cH:15]1.[ClH:1].[Na+:17].[OH-:16]>>[CH3:2][O:3][N:4]([CH3:5])[C:7](=[O:8])[c:9]1[cH:10][cH:11][c:12]([Cl:13])[cH:14][cH:15]1. The reactants are FC(COC=1C=CC(=NC1)C(=O)O)(F)F (5-(2,2,2-trifluoro-ethoxy)-pyridine-2-carboxylic acid), NC=1C=CC(=C(C1)[C@]1(NC(COC(C1)(C)C)=S)C)F ((S)-5-(5-amino-2-fluoro-phenyl)-5,7,7-trimethyl-[1,4]oxazepane-3-thione), FC(COC=1C=CC(=NC1)C(=O)O)(F)F (5-(2,2,2-trifluoro-ethoxy)-pyridine-2-carboxylic acid). Yields the product FC1=C(C=C(C=C1)NC(=O)C1=NC=C(C=C1)OCC(F)(F)F)[C@]1(NC(COC(C1)(C)C)=S)C (5-(2,2,2-Trifluoro-ethoxy)-pyridine-2-carboxylic acid [4-fluoro-3-((S)-5,7,7-trimethyl-3-thioxo-[1,4]oxazepan-5-yl)-phenyl]-amide), foam. The yield is 76.0%. Reaction SMILES: [NH2:1][C:2]1[CH:3]=[CH:4][C:5]([F:19])=[C:6]([C@:8]2([CH3:18])[CH2:14][C:13]([CH3:16])([CH3:15])[O:12][CH2:11][C:10](=[S:17])[NH:9]2)[CH:7]=1.[F:20][C:21]([F:34])([F:33])[CH2:22][O:23][C:24]1[CH:25]=[CH:26][C:27]([C:30](O)=[O:31])=[N:28][CH:29]=1>>[F:19][C:5]1[CH:4]=[CH:3][C:2]([NH:1][C:30]([C:27]2[CH:26]=[CH:25][C:24]([O:23][CH2:22][C:21]([F:34])([F:33])[F:20])=[CH:29][N:28]=2)=[O:31])=[CH:7][C:6]=1[C@:8]1([CH3:18])[CH2:14][C:13]([CH3:16])([CH3:15])[O:12][CH2:11][C:10](=[S:17])[NH:9]1. Procedure details: The title compound was prepared in an analogous manner as described for intermediate B14A from (S)-5-(5-amino-2-fluoro-phenyl)-5,7,7-trimethyl-[1,4]oxazepane-3-thione (intermediate A′7A) (108 mg, 0.38 mmol) and 5-(2,2,2-trifluoro-ethoxy)-pyridine-2-carboxylic acid [CAS No. 881409-53-6; described in intermediate 49] (94 mg, 0.43 mmol). The compound was obtained as a light yellow foam (156 mg, 76%). MS (ISP): m/z=486.3 [(M+H)+].